Task: describe an organic reaction: reactants, conditions, products, and yield. Dataset: the Open Reaction Database (ORD), a public repository of structured organic reaction records Reactants: solution, Cl (hydrogen chloride), CN1C(CCC1)CCOC1=C(C=CC=C1)CCCCC1=CC=CC=C1 (1-methyl-2-{2-[2-(4-phenylbutyl)phenoxy]ethyl}pyrrolidine). Solvent: O1CCOCC1 (dioxane), C(C)(=O)OCC (ethyl acetate). The product is Cl.CN1C(CCC1)CCOC1=C(C=CC=C1)CCCCC1=CC=CC=C1 (1-Methyl-2-{2-[2-(4-phenylbutyl)phenoxy]ethyl}pyrrolidine hydrochloride). Reaction SMILES: [ClH:1].[CH3:2][N:3]1[CH2:7][CH2:6][CH2:5][CH:4]1[CH2:8][CH2:9][O:10][C:11]1[CH:16]=[CH:15][CH:14]=[CH:13][C:12]=1[CH2:17][CH2:18][CH2:19][CH2:20][C:21]1[CH:26]=[CH:25][CH:24]=[CH:23][CH:22]=1>O1CCOCC1.C(OCC)(=O)C>[ClH:1].[CH3:2][N:3]1[CH2:7][CH2:6][CH2:5][CH:4]1[CH2:8][CH2:9][O:10][C:11]1[CH:16]=[CH:15][CH:14]=[CH:13][C:12]=1[CH2:17][CH2:18][CH2:19][CH2:20][C:21]1[CH:22]=[CH:23][CH:24]=[CH:25][CH:26]=1 |f:4.5|. Reported procedure: 0.2 ml of a 4N solution of hydrogen chloride in dioxane was added to a solution of 130 mg of 1-methyl-2-{2-[2-(4-phenylbutyl)phenoxy]ethyl}pyrrolidine [prepared as described in step (a) above] in 5 ml of ethyl acetate, and the resulting mixture was worked up in a similar manner to the procedure described in Example 1(c). The solvent was removed by distillation under reduced pressure, and the residue was dried in vacuo, to give 144 mg of the title compound as a colorless oil. Starting materials: [BH4-].[Na+] (NaBH4), CC(C(C)=O)C=CC1C(C(CC1)C)(C)C (3-methyl-5-(2,2,3-trimethyl-cyclopent-1-yl)-pent-4-en-2-one). The solvent is C(C)O (ethanol). Conditions: time 90 minute. Product: CC(C(C)O)C=CC1C(C(CC1)C)(C)C (3-methyl-5-(2,2,3-trimethyl-cyclopent-1-yl)-pent-4-en-2-ol). RXN SMILES: [BH4-].[Na+].[CH3:3][CH:4]([CH:8]=[CH:9][CH:10]1[CH2:14][CH2:13][CH:12]([CH3:15])[C:11]1([CH3:17])[CH3:16])[C:5](=[O:7])[CH3:6]>C(O)C>[CH3:3][CH:4]([CH:8]=[CH:9][CH:10]1[CH2:14][CH2:13][CH:12]([CH3:15])[C:11]1([CH3:17])[CH3:16])[CH:5]([OH:7])[CH3:6] |f:0.1|. Procedure: To a stirred solution of 0.58 g of NaBH4 (18 mmoles) in 50 ml of ethanol cooled to 0° C. are added drop by drop within one hour 5 g (24 mmoles) of 3-methyl-5-(2,2,3-trimethyl-cyclopent-1-yl)-pent-4-en-2-one. The reaction mixture is stirred for 90 minutes at room temperature. The ethanol is removed by rotary evaporation and the reaction mass is extracted with ether and washed with water. After evaporation of the solvent the crude product is vacuum distilled, to yield 3-methyl-5-(2,2,3-trimethyl-c... The reactants are NC=1C=NC2=CC(=CC=C2C1S)Cl (3-amino-7-chloro-4-quinoline-thiol), C1(=CC=CC=C1)S(=O)(=O)OCC (ethyl benzene sulfonate). Solvent: [OH-].[Na+] (sodium hydroxide). Conditions: time 2 hour. Product: Cl.NC=1C=NC2=CC(=CC=C2C1SCC)Cl (3-amino-4-ethylthio-7-chloro-quinoline-hydrochloride). Isolated yield 174.4%. Reaction SMILES: [NH2:1][C:2]1[CH:3]=[N:4][C:5]2[C:10]([C:11]=1[SH:12])=[CH:9][CH:8]=[C:7]([Cl:13])[CH:6]=2.[C:14]1(S(OCC)(=O)=O)C=CC=C[CH:15]=1>[OH-].[Na+]>[ClH:13].[NH2:1][C:2]1[CH:3]=[N:4][C:5]2[C:10]([C:11]=1[S:12][CH2:14][CH3:15])=[CH:9][CH:8]=[C:7]([Cl:13])[CH:6]=2 |f:2.3,4.5|. Procedure details: 21.06 g (0.1 mole) of 3-amino-7-chloro-4-quinoline-thiol are dissolved in 100 ml of a 2 molar sodium hydroxide solution, whereupon 23.30 g (0.125 mole) of ethyl benzene sulfonate are added. The reaction mixture is heated to boiling for 2 hours and the product thus formed is extracted with chloroform. The chloroform solution is clarified with activated charcoal, dried and acidified with alcohol containing hydrogen chloride. Thus 24.0 g of 3-amino-4-ethylthio-7-chloro-quinoline-hydrochloride are o... Starting materials: Fc1cc(Br)cc(F)c1F, [Mg], N. Product: [Br-], Fc1cc([Mg+])cc(F)c1F. As a reaction SMILES: [F:3][c:4]1[cH:5][c:6]([Br:12])[cH:7][c:8]([F:11])[c:9]1[F:10].[Mg:2].[N:1]>>[Br-:12].[Mg+:2][c:6]1[cH:5][c:4]([F:3])[c:9]([F:10])[c:8]([F:11])[cH:7]1. Starting materials: FC=1C=C2CCNC(C2=CC1)=O (6-Fluoro-3,4-dihydro-2H-isoquinolin-1-one), C(C)(C)(C)OC(=O)N1CCNCC1 (N-t-Butoxycarbonylpiperazine), O (Water). The solvent is CS(=O)C (dimethyl sulfoxide). Run at temperature 120 celsius, time 8 hour. Procedure details: 6-Fluoro-3,4-dihydro-2H-isoquinolin-1-one (0.99 g) prepared according to the method described in J. Med. Chem., Vol. 39, 4583–4591 (1996) was dissolved in dimethyl sulfoxide (2.5 ml). N-t-Butoxycarbonylpiperazine (3.4 g) was added to the solution, and the mixture was stirred at 120° C. overnight. Water was added to the reaction solution, and the mixture was extracted with ethyl acetate. The organic layer was dried over anhydrous magnesium sulfate, and the solvent was then removed by distillation... Product: C(C)(C)(C)OC(=O)N1CCN(CC1)C=1C=C2CCNC(C2=CC1)=O (6-[4-(t-butoxycarbonyl)piperazin-1-yl]-3,4-dihydro-2H-isoquinolin-1-one). Reaction SMILES: F[C:2]1[CH:3]=[C:4]2[C:9](=[CH:10][CH:11]=1)[C:8](=[O:12])[NH:7][CH2:6][CH2:5]2.[C:13]([O:17][C:18]([N:20]1[CH2:25][CH2:24][NH:23][CH2:22][CH2:21]1)=[O:19])([CH3:16])([CH3:15])[CH3:14].O>CS(C)=O>[C:13]([O:17][C:18]([N:20]1[CH2:25][CH2:24][N:23]([C:2]2[CH:3]=[C:4]3[C:9](=[CH:10][CH:11]=2)[C:8](=[O:12])[NH:7][CH2:6][CH2:5]3)[CH2:22][CH2:21]1)=[O:19])([CH3:16])([CH3:14])[CH3:15]. Yield: 24.9%.